From a dataset of the Open Reaction Database (ORD), a public repository of structured organic reaction records. describe an organic reaction: reactants, conditions, products, and yield The reactants are BrC1=CC(=NC=C1)C (4-bromo-2-methylpyridine), BrN1C(CCC1=O)=O (N-bromosuccinimide), C(C1=CC=CC=C1)(=O)OOC(C1=CC=CC=C1)=O (benzoyl peroxide). The solvent is C(Cl)(Cl)(Cl)Cl (carbon tetrachloride). Reaction conditions: temperature 90 celsius, time 30 minute. Product: BrC1=CC(=NC=C1)CBr (4-bromo-2-bromomethylpyridine). RXN SMILES: [Br:1][C:2]1[CH:7]=[CH:6][N:5]=[C:4]([CH3:8])[CH:3]=1.[Br:9]N1C(=O)CCC1=O.C(OOC(=O)C1C=CC=CC=1)(=O)C1C=CC=CC=1>C(Cl)(Cl)(Cl)Cl>[Br:1][C:2]1[CH:7]=[CH:6][N:5]=[C:4]([CH2:8][Br:9])[CH:3]=1. Procedure details: To a stirred room temperature solution of 4-bromo-2-methylpyridine (1.72 g, 10 mmol) in carbon tetrachloride at was added N-bromosuccinimide (1.9 g, 10.5 mmol). The mixture was warmed at 90° C. After 30 minutes, the mixture was cooled, and benzoyl peroxide (100 mg) was added and refluxing was continued. After 7 hours, the mixture was cooled to room temperature, washed with aqueous sodium bicarbonate, brine, dried over anhydrous sodium sulfate, and concentrated in vacuo to afford 4-bromo-2-bromom... The reactants are CCCCOc1cc(CCC(=O)OC)ccc1CCCc1ccc(OS(C)(=O)=O)c(OC)c1, CC(=O)O, [Li+], C1CCOC1, [OH-], O. Product: CCCCOc1cc(CCC(=O)O)ccc1CCCc1ccc(OS(C)(=O)=O)c(OC)c1. RXN SMILES: [CH2:1]([CH2:2][CH2:3][CH3:4])[O:5][c:6]1[cH:7][c:8]([CH2:28][CH2:29][C:30](=[O:31])[O:32][CH3:33])[cH:9][cH:10][c:11]1[CH2:12][CH2:13][CH2:14][c:15]1[cH:16][c:17]([O:26][CH3:27])[c:18]([O:21][S:22](=[O:23])(=[O:24])[CH3:25])[cH:19][cH:20]1.[CH3:37][C:38](=[O:39])[OH:40].[Li+:34].[O:41]1[CH2:42][CH2:43][CH2:44][CH2:45]1.[OH-:35].[OH2:36]>>[CH2:1]([CH2:2][CH2:3][CH3:4])[O:5][c:6]1[cH:7][c:8]([CH2:28][CH2:29][C:30](=[O:31])[OH:32])[cH:9][cH:10][c:11]1[CH2:12][CH2:13][CH2:14][c:15]1[cH:16][c:17]([O:26][CH3:27])[c:18]([O:21][S:22](=[O:23])(=[O:24])[CH3:25])[cH:19][cH:20]1. The reactants are CCc1nc2cc(C(F)(F)F)c(Cl)cc2n1-c1ccc(CCO)cc1, O=C(Cl)Oc1ccccc1, ClCCl, c1ccncc1. Yields the product CCc1nc2cc(C(F)(F)F)c(Cl)cc2n1-c1ccc(CCOC(=O)Oc2ccccc2)cc1. RXN SMILES: [Cl:1][c:2]1[c:3]([C:22]([F:23])([F:24])[F:25])[cH:4][c:5]2[c:6]([n:7](-[c:12]3[cH:13][cH:14][c:15]([CH2:18][CH2:19][OH:20])[cH:16][cH:17]3)[c:8]([CH2:10][CH3:11])[n:9]2)[cH:21]1.[Cl:26][C:27](=[O:28])[O:29][c:30]1[cH:31][cH:32][cH:33][cH:34][cH:35]1.[Cl:36][CH2:37][Cl:38].[cH:39]1[cH:40][cH:41][n:42][cH:43][cH:44]1>>[Cl:1][c:2]1[c:3]([C:22]([F:23])([F:24])[F:25])[cH:4][c:5]2[c:6]([n:7](-[c:12]3[cH:13][cH:14][c:15]([CH2:18][CH2:19][O:20][C:27](=[O:28])[O:29][c:30]4[cH:31][cH:32][cH:33][cH:34][cH:35]4)[cH:16][cH:17]3)[c:8]([CH2:10][CH3:11])[n:9]2)[cH:21]1. Reactants: Brc1cccs1, CN(C)C=O, [Cl-], [NH4+], [Na+], CCCC[Sn](C=CCC1C(=O)N(OC2CCCCO2)C1C)(CCCC)CCCC, [OH-]. The product is CC1C(CC=Cc2cccs2)C(=O)N1OC1CCCCO1. RXN SMILES: [Br:30][c:31]1[s:32][cH:33][cH:34][cH:35]1.[CH3:40][N:41]([CH3:42])[CH:43]=[O:44].[Cl-:39].[NH4+:36].[Na+:38].[O:1]1[CH:2]([O:7][N:8]2[C:9](=[O:29])[CH:10]([CH2:13][CH:14]=[CH:15][Sn:16]([CH2:17][CH2:18][CH2:19][CH3:20])([CH2:21][CH2:22][CH2:23][CH3:24])[CH2:25][CH2:26][CH2:27][CH3:28])[CH:11]2[CH3:12])[CH2:3][CH2:4][CH2:5][CH2:6]1.[OH-:37]>>[O:1]1[CH:2]([O:7][N:8]2[C:9](=[O:29])[CH:10]([CH2:13][CH:14]=[CH:15][c:31]3[s:32][cH:33][cH:34][cH:35]3)[CH:11]2[CH3:12])[CH2:3][CH2:4][CH2:5][CH2:6]1. The reactants are C(#N)N=C(N[C@H]1[C@@H](C(OC2=C1C=C(C=C2)C#N)(C)C)O)NC2=CC=CC=C2 ((trans)-N"-Cyano-N-(6-cyano-3,4-dihydro-3-hydroxy-2,2-dimethyl-2H-1-benzopyran-4-yl)-N'-phenyl guanidine), C(C)(=O)OC(C)=O (acetic anhydride). The solvent is N1=CC=CC=C1 (pyridine). Product: C(C)(=O)O[C@@H]1C(OC2=C([C@H]1NC(=N)NC1=CC=CC=C1)C=C(C=C2)C#N)(C)C ((trans)-N-[3-(Acetyloxy)-6-cyano-3,4-dihydro-2,2-dimethyl-2H-1-benzopyran-4yl]-N'-phenylguanidine). Yield: 112.4%. As a reaction SMILES: C([N:3]=[C:4]([NH:21][C:22]1[CH:27]=[CH:26][CH:25]=[CH:24][CH:23]=1)[NH:5][C@@H:6]1[C:11]2[CH:12]=[C:13]([C:16]#[N:17])[CH:14]=[CH:15][C:10]=2[O:9][C:8]([CH3:19])([CH3:18])[C@H:7]1[OH:20])#N.[C:28](OC(=O)C)(=[O:30])[CH3:29]>N1C=CC=CC=1>[C:28]([O:20][C@H:7]1[C@H:6]([NH:5][C:4]([NH:21][C:22]2[CH:27]=[CH:26][CH:25]=[CH:24][CH:23]=2)=[NH:3])[C:11]2[CH:12]=[C:13]([C:16]#[N:17])[CH:14]=[CH:15][C:10]=2[O:9][C:8]1([CH3:18])[CH3:19])(=[O:30])[CH3:29]. Reported procedure: The solution of the title compound from Example 3 (2.52 g, 6.98 mmoles) and acetic anhydride (1.0 g, 9.8 mmoles) in pyridine (25 ml) was stirred for 60 hours at room temperature. The crude reaction mixture was partitioned between ethyl acetate and 5% aqueous hydrogen chloride. The organic layer was washed with distilled water, saturated sodium hydrogen carbonate solution, saturated sodium chloride solution, and dried over anhydrous magnesium sulfate. The solvent was recovered under vacuum to obt...